This data is from the Open Reaction Database (ORD), a public repository of structured organic reaction records. The task is: describe an organic reaction: reactants, conditions, products, and yield Starting materials: N1C=CC2=CC=CN=C12 (7-azaindole), ClC=1C=C(C(=O)OO)C=CC1 (3-chloroperoxybenzoic acid). The solvent is COCCOC.CCCCCCC (DME heptane). Reaction conditions: time 3 hour. Yields the product ClC=1C=C(C(=O)O)C=CC1.[N+]=1(C=CC2=CC=CNC12)[O-] (7-azaindole N-oxide 3-chlorobenzoate). The yield is 162.3%. Reaction SMILES: [NH:1]1[C:9]2[C:4](=[CH:5][CH:6]=[CH:7][N:8]=2)[CH:3]=[CH:2]1.[Cl:10][C:11]1[CH:12]=[C:13]([CH:18]=[CH:19][CH:20]=1)[C:14]([O:16]O)=[O:15]>COCCOC.CCCCCCC>[Cl:10][C:11]1[CH:12]=[C:13]([CH:18]=[CH:19][CH:20]=1)[C:14]([OH:16])=[O:15].[N+:1]1([O-:15])[CH:2]=[CH:3][C:4]2[C:9]=1[NH:8][CH:7]=[CH:6][CH:5]=2 |f:2.3,4.5|. Reported procedure: To a solution of 7-azaindole (Int-5, 23.6 g, 200 mmol) in DME/heptane (1:2, 300 mL) was added 3-chloroperoxybenzoic acid (85 wt %, 44.7 g, 220 mmol) portion-wise. The slurry was stirred at room temperature for 3 h. The precipitate was collected by filtration and washed with heptane (100 mL). After dried, 51.9 g of 7-azaindole N-oxide 3-chlorobenzoate was obtained (51.9 g, 89%). mp 140-143° C. The reactants are C(C)(C)(C)OC(NCC1=CC=C(C=C1)NS(=O)(=O)C)=O ((4-methanesulfonylaminobenzyl)carbamic acid t-butyl ester), FC(C(=O)O)(F)F (trifluoroacetic acid). Run in ClCCl (dichloromethane). Conditions: temperature 0 celsius, time 30 minute. Product: FC(C(=O)[O-])(F)F.CS(=O)(=O)NC1=CC=C(C[NH3+])C=C1 (4-methanesulfonylaminobenzylammonium trifluoroacetate). Isolated yield 80.0%. As a reaction SMILES: C(OC(=O)[NH:7][CH2:8][C:9]1[CH:14]=[CH:13][C:12]([NH:15][S:16]([CH3:19])(=[O:18])=[O:17])=[CH:11][CH:10]=1)(C)(C)C.[F:21][C:22]([F:27])([F:26])[C:23]([OH:25])=[O:24]>ClCCl>[F:21][C:22]([F:27])([F:26])[C:23]([O-:25])=[O:24].[CH3:19][S:16]([NH:15][C:12]1[CH:13]=[CH:14][C:9]([CH2:8][NH3+:7])=[CH:10][CH:11]=1)(=[O:18])=[O:17] |f:3.4|. Procedure: (4-Methanesulfonylaminobenzyl)carbamic acid t-butyl ester 8-2 (500 mg) was dissolved in anhydrous dichloromethane (30 ml) and the solution was cooled to 0° C., followed by slowly adding trifluoroacetic acid (5 ml) thereto. The mixture was stirred at 0° C. for 1 hour and 30 minutes and then, after confirming the completion of the reaction using TLC, concentrated under reduced pressure to yield an orange colored residue. The residue was washed with ether and filtered to yield the compound 8-3 (420...